Task: describe an organic reaction: reactants, conditions, products, and yield. Dataset: the Open Reaction Database (ORD), a public repository of structured organic reaction records The reactants are COC(C1=CN=C(C=C1)OCC=1C(=NOC1C)CCCC)=O (6-(3-butyl-5-methyl-isoxazol-4-ylmethoxy)-nicotinic acid methyl ester), C(O)CN (ethanolamine). The product is C(CCC)C1=NOC(=C1COC1=NC=C(C(=O)NCCO)C=C1)C (6-((3-Butyl-5-methyl-isoxazol-4-yl)methoxy)-N-(2-hydroxy-ethyl)-nicotinamide). Yield: 60.0%. As a reaction SMILES: CO[C:3](=[O:22])[C:4]1[CH:9]=[CH:8][C:7]([O:10][CH2:11][C:12]2[C:13]([CH2:18][CH2:19][CH2:20][CH3:21])=[N:14][O:15][C:16]=2[CH3:17])=[N:6][CH:5]=1.[CH2:23]([CH2:25][NH2:26])[OH:24]>>[CH2:18]([C:13]1[C:12]([CH2:11][O:10][C:7]2[CH:8]=[CH:9][C:4]([C:3]([NH:26][CH2:25][CH2:23][OH:24])=[O:22])=[CH:5][N:6]=2)=[C:16]([CH3:17])[O:15][N:14]=1)[CH2:19][CH2:20][CH3:21]. Reported procedure: As described for example 9, 6-(3-butyl-5-methyl-isoxazol-4-ylmethoxy)-nicotinic acid methyl ester (500 mg, 1.4 mmol) was converted, using ethanolamine instead of rac-2-amino-1-propanol, to the title compound (280 mg, 60%) which was obtained as a colourless oil after purification by chromatography (silica, 0 to 5% methanol in dichloromethane). MS: m/e=334.3 [M+H]+. The reactants are CC(c1ccc2nc(NC(=O)C3CC3)cn2n1)c1nnc2ccc(Br)cn12, NNc1ccccn1. The product is CC(c1ccc2nc(NC(=O)C3CC3)cn2n1)c1nnc2ccccn12. As a reaction SMILES: [Br:1][c:2]1[cH:3][cH:4][c:5]2[n:6]([cH:7]1)[c:8]([CH:11]([CH3:12])[c:13]1[cH:14][cH:15][c:16]3[n:17]([n:18]1)[cH:19][c:20]([NH:22][C:23](=[O:24])[CH:25]1[CH2:26][CH2:27]1)[n:21]3)[n:9][n:10]2.[NH:28]([c:29]1[cH:30][cH:31][cH:32][cH:33][n:34]1)[NH2:35]>>[cH:2]1[cH:3][cH:4][c:5]2[n:6]([cH:7]1)[c:8]([CH:11]([CH3:12])[c:13]1[cH:14][cH:15][c:16]3[n:17]([n:18]1)[cH:19][c:20]([NH:22][C:23](=[O:24])[CH:25]1[CH2:26][CH2:27]1)[n:21]3)[n:9][n:10]2.